Dataset: the Open Reaction Database (ORD), a public repository of structured organic reaction records. Task: describe an organic reaction: reactants, conditions, products, and yield Reactants: CC(C=O)(C(CCl)=O)C (2,2-dimethyl-4-chloro-3-keto-butanal), C(CO)O (ethylene glycol), O (water). Reagents/catalysts: C1(=CC=C(C=C1)S(=O)(=O)O)C (p-toluenesulphonic acid). The solvent is C(Cl)Cl (methylene chloride). The product is ClCC(C(C)(C)C1OCCO1)=O (1-chloro-3-(dioxolan-2-yl)-3-methylbutan-2-one). Isolated yield 79.4%. Reaction SMILES: [CH3:1][C:2]([CH3:9])([C:5](=[O:8])[CH2:6][Cl:7])[CH:3]=[O:4].[CH2:10](O)[CH2:11][OH:12].O>C(Cl)Cl.C1(C)C=CC(S(O)(=O)=O)=CC=1>[Cl:7][CH2:6][C:5](=[O:8])[C:2]([CH:3]1[O:12][CH2:11][CH2:10][O:4]1)([CH3:9])[CH3:1]. Reported procedure: 204 g (1.38 mol) of 2,2-dimethyl-4-chloro-3-keto-butanal are heated with 93 g (1.5 mols) of ethylene glycol and 0.7 g of p-toluenesulphonic acid in 400 ml of methylene chloride for 3 hours in a water separator. The organic phase is extracted with 150 ml of 5% strength sodium hydroxide solution, and thereafter with 400 ml of water. The solvent is distilled off and the residue is distilled under the vacuum from a water jet. 211 g (79.8% of theory) of 1-chloro-3-(dioxolan-2-yl)-3-methylbutan-2-one ...